This data is from the Open Reaction Database (ORD), a public repository of structured organic reaction records. The task is: describe an organic reaction: reactants, conditions, products, and yield Reactants: CCOC(=O)C1(C(=O)OCC)C(C=C(Cl)Cl)C1(C)C, Cc1ccccc1C, Cl, C1CN=C2CCCN2C1. Product: CCOC(=O)C1C(C=C(Cl)Cl)C1(C)C. RXN SMILES: [CH3:1][C:2]1([CH3:19])[C:3]([C:9](=[O:10])[O:11][CH2:12][CH3:13])([C:14]([O:15][CH2:16][CH3:17])=[O:18])[CH:4]1[CH:5]=[C:6]([Cl:7])[Cl:8].[CH3:30][c:31]1[c:32]([CH3:33])[cH:34][cH:35][cH:36][cH:37]1.[ClH:29].[N:20]12[CH2:21][CH2:22][CH2:23][C:24]1=[N:25][CH2:26][CH2:27][CH2:28]2>>[CH3:1][C:2]1([CH3:19])[CH:3]([C:9](=[O:10])[O:11][CH2:12][CH3:13])[CH:4]1[CH:5]=[C:6]([Cl:7])[Cl:8]. Reactants: C1CNCC1O, C1=CN=CC=C1Br. The reagents and catalysts are [Li+].C[Si](C)(C)[N-][Si](C)(C)C, CN(C)C1=CC=CC=C1C2=CC=CC=C2P(C3CCCCC3)C4CCCCC4, C1=CC=C(C=C1)/C=C/C(=O)/C=C/C2=CC=CC=C2.C1=CC=C(C=C1)/C=C/C(=O)/C=C/C2=CC=CC=C2.C1=CC=C(C=C1)/C=C/C(=O)/C=C/C2=CC=CC=C2.[Pd].[Pd]. Solvent: C1CCOC1. Run at temperature 65 celsius. Product: C1CN(CC1O)C2=CC=NC=C2. Yield: 43.0%. Procedure details: In a 50 ml round bottomed flask THF (1 mL) was added to a mixture of 4-bromopyridine (1 g, 6.33 mmol), pyrrolidin-3-ol (0.662 g, 7.60 mmol),2-(dimethylamino)-2'-(dicyclohexylphosphino)biphenyl (0.249 g, 0.63 mmol) and Pd2(dba)3 (0.580 g, 0.63 mmol). To the slurry lithium bis(trimethylsilyl)amide (13.92 mL, 13.92 mmol) was added dropwise at 0 °C and the solution was refluxed at 65 °C overnight for 20 hrs. The reaction mixture was passed through celite, concentrated and column purified (0-20%MeOH/... Starting materials: ClC1=NC2=C(N1CCOCC)C=CC=C2 (2-chloro-1-[2-(ethoxy)ethyl]benzimidazole), C(C)N1CCNCC1 (N-ethylpiperazine), C(\C=C\C(=O)O)(=O)O (fumaric acid). Yields the product C(C)OCCN1C(=NC2=C1C=CC=C2)N2CCN(CC2)CC (1-[2-(ethoxy)ethyl]-2-(4-ethyl-1-piperazinyl)benzimidazole). RXN SMILES: Cl[C:2]1[N:6]([CH2:7][CH2:8][O:9][CH2:10][CH3:11])[C:5]2[CH:12]=[CH:13][CH:14]=[CH:15][C:4]=2[N:3]=1.[CH2:16]([N:18]1[CH2:23][CH2:22][NH:21][CH2:20][CH2:19]1)[CH3:17].C(O)(=O)/C=C/C(O)=O>>[CH2:10]([O:9][CH2:8][CH2:7][N:6]1[C:5]2[CH:12]=[CH:13][CH:14]=[CH:15][C:4]=2[N:3]=[C:2]1[N:21]1[CH2:22][CH2:23][N:18]([CH2:16][CH3:17])[CH2:19][CH2:20]1)[CH3:11]. Procedure: In the same manner as described in Example 1 using 2-chloro-1-[2-(ethoxy)ethyl]benzimidazole (5.00 g), N-ethylpiperazine (5.10 g) and fumaric acid (2.91 g), there are obtained curde crystals, which are recrystallized from ethyl acetate-ethanol to give 1-[2-(ethoxy)ethyl]-2-(4-ethyl-1-piperazinyl)benzimidazole.3/2 fumarate (5.62 g) as colorless needles, m.p. 134°-135.5° C. Reactants: suspension, [NH2-].[Na+] (sodium amide), FC(C1=CC=2NC3=CC=CC=C3SC2C=C1)(F)F (2-trifluoromethyl-phenothiazine), N (ammonia), solution, ClCC1CN2CCC1CC2 (3-chloromethyl-quinuclidine). Run in C=1(C(=CC=CC1)C)C (xylene), C=1(C(=CC=CC1)C)C (xylene), CN(C)P(=O)(N(C)C)N(C)C (hexamethylphosphotriamide), C=1(C(=CC=CC1)C)C (xylene). Run at time 18 hour. Yields the product FC(C1=CC=2N(C3=CC=CC=C3SC2C=C1)CC1CN2CCC1CC2)(F)F (2-trifluoromethyl-10-(3-quinuclidinyl-methyl)-phenothiazine). RXN SMILES: [NH2-].[Na+].[F:3][C:4]([F:20])([F:19])[C:5]1[CH:18]=[CH:17][C:16]2[S:15][C:14]3[C:9](=[CH:10][CH:11]=[CH:12][CH:13]=3)[NH:8][C:7]=2[CH:6]=1.N.Cl[CH2:23][CH:24]1[CH:29]2[CH2:30][CH2:31][N:26]([CH2:27][CH2:28]2)[CH2:25]1>C1(C)C(C)=CC=CC=1.CN(P(N(C)C)(N(C)C)=O)C>[F:20][C:4]([F:3])([F:19])[C:5]1[CH:18]=[CH:17][C:16]2[S:15][C:14]3[C:9](=[CH:10][CH:11]=[CH:12][CH:13]=3)[N:8]([CH2:23][CH:24]3[CH:29]4[CH2:30][CH2:31][N:26]([CH2:27][CH2:28]4)[CH2:25]3)[C:7]=2[CH:6]=1 |f:0.1|. Procedure details: 0.9 ml of a 65% suspension of sodium amide in xylene and then 25 ml of hexamethylphosphotriamide were added to a suspension of 5.3 g of 2-trifluoromethyl-phenothiazine in 25 ml of xylene. The mixture was agitated and heated to reflux. When the evolution of ammonia ceased (2 hours), 16.3 ml of a 9.8% solution of 3-chloromethyl-quinuclidine in xylene were added to the reaction mixture over a period of 30 minutes and refluxing was continued for 18 hours. After cooling, the xylene was evaporated off... The reactants are CC(=O)O, Cc1cc2cc(C#N)ccc2[nH]1. Product: Cc1cc2cc(C=O)ccc2[nH]1. Reaction SMILES: [CH3:13][C:14]([OH:15])=[O:16].[CH3:1][c:2]1[nH:3][c:4]2[cH:5][cH:6][c:7]([C:11]#[N:12])[cH:8][c:9]2[cH:10]1>>[CH3:1][c:2]1[nH:3][c:4]2[cH:5][cH:6][c:7]([CH:11]=[O:15])[cH:8][c:9]2[cH:10]1.